This data is from the Open Reaction Database (ORD), a public repository of structured organic reaction records. The task is: describe an organic reaction: reactants, conditions, products, and yield Starting materials: solid, C14H27NO2, C(C)OC(=O)[C@H]1[C@H](CCC1)NCCC(C)(C)C (cis-2-(3,3-Dimethylbutylamino)-cyclopentanecarboxylic acid ethyl ester), C(C)OC(=O)[C@H]1[C@@H](CCC1)NCCC(C)(C)C (trans-2-(3,3-Dimethylbutylamino)-cyclopentanecarboxylic acid ethyl ester). Yields the product C(C)OC(=O)C1C(CCC1)NCCC(C)(C)C (2-(3,3-Dimethylbutylamino)-cyclopentanecarboxylic acid ethyl ester). Reaction SMILES: [CH2:1]([O:3][C:4]([C@@H:6]1[CH2:10][CH2:9][CH2:8][C@@H:7]1[NH:11][CH2:12][CH2:13][C:14]([CH3:17])([CH3:16])[CH3:15])=[O:5])[CH3:2].C(OC([C@@H]1CCC[C@H]1NCCC(C)(C)C)=O)C>>[CH2:1]([O:3][C:4]([CH:6]1[CH2:10][CH2:9][CH2:8][CH:7]1[NH:11][CH2:12][CH2:13][C:14]([CH3:15])([CH3:17])[CH3:16])=[O:5])[CH3:2]. Procedure: To a solution of 2-(3,3-dimethylbutylamino)-cyclopent-1-enecarboxylic acid ethyl ester (5.59 g, 23.4 mmol) in acetic acid (70 mL) was added a 8.0 M solution of borane in pyridine (3.2 mL, 25.6 mmol) at 25° C. After stirring for 15 min, the reaction mixture was concentrated in vacuo. The crude material was triturated with 1.0 M aqueous hydrochloric acid solution (25 mL) and stirred for 0.5 h (until the gas evolution ceased). The mixture was extracted with ethyl acetate (3×50 mL) and the combined ...